This data is from the Open Reaction Database (ORD), a public repository of structured organic reaction records. The task is: describe an organic reaction: reactants, conditions, products, and yield Reactants: CN(C)C(=O)C(NC(=O)OC(C)(C)C)c1ccc(Oc2ccc(CCC(=O)O)cc2)cc1, ClCCl. The product is CN(C)C(=O)C(N)c1ccc(Oc2ccc(CCC(=O)O)cc2)cc1. RXN SMILES: [C:1]([O:2][C:3](=[O:4])[NH:8][CH:9]([c:10]1[cH:11][cH:12][c:13]([O:14][c:15]2[cH:16][cH:17][c:18]([CH2:21][CH2:22][C:23](=[O:24])[OH:25])[cH:19][cH:20]2)[cH:26][cH:27]1)[C:28]([N:29]([CH3:30])[CH3:31])=[O:32])([CH3:5])([CH3:6])[CH3:7].[Cl:33][CH2:34][Cl:35]>>[NH2:8][CH:9]([c:10]1[cH:11][cH:12][c:13]([O:14][c:15]2[cH:16][cH:17][c:18]([CH2:21][CH2:22][C:23](=[O:24])[OH:25])[cH:19][cH:20]2)[cH:26][cH:27]1)[C:28]([N:29]([CH3:30])[CH3:31])=[O:32]. Reactants: O.[OH-].[Li+] (Lithium hydroxide monohydrate), C(C(C)C)OC(=O)N(S(=O)(=O)C=1C(=NC=CC1)C1=CC=C(C=C1)C=CC(=O)OC)C1=NC=C(N=C1OC)C (N-isobutoxycarbonyl-2-[4-(2-[methoxycarbonyl]vinyl)phenyl]-N-(3-methoxy-5-methylpyrazin-2-yl)pyridine-3-sulphonamide), CO (methanol). Run in O (water). Conditions: time 18 hour. Yields the product C(=O)(O)C=CC1=CC=C(C=C1)C1=NC=CC=C1S(=O)(=O)NC1=NC=C(N=C1OC)C (2-[4-(2-carboxyvinyl)phenyl]-N-(3-methoxy-5-methylpyrazin-2-yl)pyridine-3-sulphonamide). Isolated yield 54.8%. As a reaction SMILES: O.[OH-].[Li+].C(OC([N:11]([C:33]1[C:38]([O:39][CH3:40])=[N:37][C:36]([CH3:41])=[CH:35][N:34]=1)[S:12]([C:15]1[C:16]([C:21]2[CH:26]=[CH:25][C:24]([CH:27]=[CH:28][C:29]([O:31]C)=[O:30])=[CH:23][CH:22]=2)=[N:17][CH:18]=[CH:19][CH:20]=1)(=[O:14])=[O:13])=O)C(C)C.CO>O>[C:29]([CH:28]=[CH:27][C:24]1[CH:25]=[CH:26][C:21]([C:16]2[C:15]([S:12]([NH:11][C:33]3[C:38]([O:39][CH3:40])=[N:37][C:36]([CH3:41])=[CH:35][N:34]=3)(=[O:13])=[O:14])=[CH:20][CH:19]=[CH:18][N:17]=2)=[CH:22][CH:23]=1)([OH:31])=[O:30] |f:0.1.2|. Procedure details: Lithium hydroxide monohydrate (87 mg) was added to a solution of N-isobutoxycarbonyl-2-[4-(2-[methoxycarbonyl]vinyl)phenyl]-N-(3-methoxy-5-methylpyrazin-2-yl)pyridine-3-sulphonamide (250 mg) in tetrahydrefuran (6.2 ml) followed by methanol (2.5 ml) and water (2.5 ml). The reaction mixture was stirred at ambient temperature for 18 hours then evaporated to dryness. The residue was dissolved in water (50 ml), washed with ethyl acetate (50 ml), acidified with 8% aqueous citric acid to pH 3-4 and ext... Starting materials: [Al+3], C1CCOC1, COC(=O)CC1=C(C)Cc2ccc(F)cc21, [H-], [H-], [H-], [H-], [Li+]. The product is CC1=C(CCO)c2cc(F)ccc2C1. RXN SMILES: [Al+3:18].[CH2:23]1[O:24][CH2:25][CH2:26][CH2:27]1.[F:1][c:2]1[cH:3][c:4]2[c:8]([cH:9][cH:10]1)[CH2:7][C:6]([CH3:11])=[C:5]2[CH2:12][C:13](=[O:14])[O:15][CH3:16].[H-:17].[H-:20].[H-:21].[H-:22].[Li+:19]>>[F:1][c:2]1[cH:3][c:4]2[c:8]([cH:9][cH:10]1)[CH2:7][C:6]([CH3:11])=[C:5]2[CH2:12][CH2:13][OH:14]. Reactants: COC=1C(=C(CC2=CC=C(C=C2)O)C(=C(C1OC)OC)OC)C (4-(3,4,5,6-Tetramethoxy-2-methylbenzyl)phenol), C1N2CN3CN1CN(C2)C3 (hexamethylenetetramine), FC(C(=O)O)(F)F (trifluoroacetic acid). Conditions: temperature 80 celsius, time 4 hour. Product: COC=1C(=C(CC=2C=CC(=C(C=O)C2)O)C(=C(C1OC)OC)OC)C (5-(3,4,5,6-Tetramethoxy-2-methylbenzyl)-2-hydroxybenzaldehyde). The yield is 78.0%. As a reaction SMILES: [CH3:1][O:2][C:3]1[C:4]([CH3:23])=[C:5]([C:14]([O:21][CH3:22])=[C:15]([O:19][CH3:20])[C:16]=1[O:17][CH3:18])[CH2:6][C:7]1[CH:12]=[CH:11][C:10]([OH:13])=[CH:9][CH:8]=1.C1N2CN3CN(C2)CN1C3.FC(F)(F)[C:36](O)=[O:37]>>[CH3:1][O:2][C:3]1[C:4]([CH3:23])=[C:5]([C:14]([O:21][CH3:22])=[C:15]([O:19][CH3:20])[C:16]=1[O:17][CH3:18])[CH2:6][C:7]1[CH:12]=[CH:11][C:10]([OH:13])=[C:9]([CH:8]=1)[CH:36]=[O:37]. Procedure details: 4-(3,4,5,6-Tetramethoxy-2-methylbenzyl)phenol (14.5 g, 45.60 mmol) and hexamethylenetetramine (8.30 g, 59.29 mmol) were dissolved in trifluoroacetic acid (100 ml) followed by heating at 80° C. with stirring for 4 hours. After completion of the reaction, the solvent was evaporated therefrom, water (100 ml) was added to the resulting residue and the mixture was stirred for 30 minutes and extracted with methylene chloride. The extract was washed with water and dried, the solvent was evaporated ther... The reactants are O=C1c2ccc(-c3ccc(Cl)cc3Cl)cc2C2CNCCC12, O=C(O)C(F)(F)F. Product: Clc1ccc(-c2ccc3c(c2)C2CNCCC2C3)c(Cl)c1. As a reaction SMILES: [Cl:1][c:2]1[c:3](-[c:9]2[cH:10][c:11]3[c:19]([cH:20][cH:21]2)[C:18](=[O:22])[CH:17]2[CH:12]3[CH2:13][NH:14][CH2:15][CH2:16]2)[cH:4][cH:5][c:6]([Cl:8])[cH:7]1.[OH:23][C:24]([C:25]([F:26])([F:27])[F:28])=[O:29]>>[Cl:1][c:2]1[c:3](-[c:9]2[cH:10][c:11]3[c:19]([cH:20][cH:21]2)[CH2:18][CH:17]2[CH:12]3[CH2:13][NH:14][CH2:15][CH2:16]2)[cH:4][cH:5][c:6]([Cl:8])[cH:7]1. Starting materials: C1CCOC1, CON(C)C(=O)C1=NN2c3cc(F)ccc3OCC2C1(CCCO)c1ccccc1, [Li]C. Product: CC(=O)C1=NN2c3cc(F)ccc3OCC2C1(CCCO)c1ccccc1. Reaction SMILES: [CH2:33]1[O:34][CH2:35][CH2:36][CH2:37]1.[F:1][c:2]1[cH:3][cH:4][c:5]2[c:6]([cH:30]1)[N:7]1[CH:8]([CH2:9][O:10]2)[C:11]([c:20]2[cH:21][cH:22][cH:23][cH:24][cH:25]2)([CH2:26][CH2:27][CH2:28][OH:29])[C:12]([C:14](=[O:15])[N:16]([O:17][CH3:18])[CH3:19])=[N:13]1.[Li:31][CH3:32]>>[F:1][c:2]1[cH:3][cH:4][c:5]2[c:6]([cH:30]1)[N:7]1[CH:8]([CH2:9][O:10]2)[C:11]([c:20]2[cH:21][cH:22][cH:23][cH:24][cH:25]2)([CH2:26][CH2:27][CH2:28][OH:29])[C:12]([C:14](=[O:15])[CH3:32])=[N:13]1.